describe an organic reaction: reactants, conditions, products, and yield From a dataset of the Open Reaction Database (ORD), a public repository of structured organic reaction records. Starting materials: CO, Cc1ccccc1, Cc1cc2c(cc1C(F)(F)F)N(C(=O)OC(C)(C)C)CCCC2N(Cc1cc(C(F)(F)F)cc(C(F)(F)F)c1)c1nn[nH]n1, CC(C)OC(=O)N=NC(=O)OC(C)C, c1ccc(P(c2ccccc2)c2ccccc2)cc1. Yields the product Cc1cc2c(cc1C(F)(F)F)N(C(=O)OC(C)(C)C)CCCC2N(Cc1cc(C(F)(F)F)cc(C(F)(F)F)c1)c1nnn(C)n1. RXN SMILES: [CH3:78][OH:79].[CH3:80][c:81]1[cH:82][cH:83][cH:84][cH:85][cH:86]1.[F:15][C:16]([c:17]1[cH:18][c:19]([CH2:20][N:21]([CH:22]2[c:23]3[c:24]([cH:36][c:37]([C:41]([F:42])([F:43])[F:44])[c:38]([CH3:40])[cH:39]3)[N:25]([C:29](=[O:30])[O:31][C:32]([CH3:33])([CH3:34])[CH3:35])[CH2:26][CH2:27][CH2:28]2)[c:45]2[n:46][n:47][nH:48][n:49]2)[cH:50][c:51]([C:53]([F:54])([F:55])[F:56])[cH:52]1)([F:57])[F:58].[O:1]=[C:2]([O:3][CH:4]([CH3:5])[CH3:6])[N:7]=[N:8][C:9]([O:10][CH:11]([CH3:12])[CH3:13])=[O:14].[c:59]1([P:60]([c:61]2[cH:62][cH:63][cH:64][cH:65][cH:66]2)[c:67]2[cH:68][cH:69][cH:70][cH:71][cH:72]2)[cH:73][cH:74][cH:75][cH:76][cH:77]1>>[CH3:2][n:48]1[n:47][n:46][c:45]([N:21]([CH2:20][c:19]2[cH:18][c:17]([C:16]([F:15])([F:57])[F:58])[cH:52][c:51]([C:53]([F:54])([F:55])[F:56])[cH:50]2)[CH:22]2[c:23]3[c:24]([cH:36][c:37]([C:41]([F:42])([F:43])[F:44])[c:38]([CH3:40])[cH:39]3)[N:25]([C:29](=[O:30])[O:31][C:32]([CH3:33])([CH3:34])[CH3:35])[CH2:26][CH2:27][CH2:28]2)[n:49]1. The reactants are CC(=NOC(C)(C)C)c1cnc(N)cn1, ClCCl, CN(C)C=O, CS(=O)(=O)c1ccc(C(CC2CCCC2)C(=O)O)cc1, O=C(Cl)C(=O)Cl, C1CCOC1, Cc1cccc(C)n1. The product is CC(=NOC(C)(C)C)c1cnc(NC(=O)C(CC2CCCC2)c2ccc(S(C)(=O)=O)cc2)cn1. Reaction SMILES: [C:27]([CH3:28])([CH3:29])([CH3:30])[O:31][N:32]=[C:33]([CH3:34])[c:35]1[n:36][cH:37][c:38]([NH2:41])[n:39][cH:40]1.[CH2:50]([Cl:51])[Cl:52].[CH3:58][N:59]([CH3:60])[CH:61]=[O:62].[CH:1]1([CH2:6][CH:7]([C:8](=[O:9])[OH:10])[c:11]2[cH:12][cH:13][c:14]([S:17](=[O:18])(=[O:19])[CH3:20])[cH:15][cH:16]2)[CH2:2][CH2:3][CH2:4][CH2:5]1.[Cl:21][C:22]([C:23]([Cl:24])=[O:25])=[O:26].[O:53]1[CH2:54][CH2:55][CH2:56][CH2:57]1.[n:42]1[c:43]([CH3:44])[cH:45][cH:46][cH:47][c:48]1[CH3:49]>>[CH:1]1([CH2:6][CH:7]([C:8](=[O:10])[NH:41][c:38]2[cH:37][n:36][c:35]([C:33](=[N:32][O:31][C:27]([CH3:28])([CH3:29])[CH3:30])[CH3:34])[cH:40][n:39]2)[c:11]2[cH:12][cH:13][c:14]([S:17](=[O:18])(=[O:19])[CH3:20])[cH:15][cH:16]2)[CH2:2][CH2:3][CH2:4][CH2:5]1. Reactants: Cl, CC(=O)NC(CO)Cc1cccc(C(=O)O)c1. Product: Cl, NC(CO)Cc1cccc(C(=O)O)c1. RXN SMILES: [ClH:18].[OH:1][CH2:2][CH:3]([CH2:4][c:5]1[cH:6][c:7]([C:11](=[O:12])[OH:13])[cH:8][cH:9][cH:10]1)[NH:14][C:15](=[O:16])[CH3:17]>>[ClH:18].[OH:1][CH2:2][CH:3]([CH2:4][c:5]1[cH:6][c:7]([C:11](=[O:12])[OH:13])[cH:8][cH:9][cH:10]1)[NH2:14]. Reactants: CC1(COC(OC1)C(C)[C@H]1CC[C@H]2[C@@H]3[C@@H](C=C4C[C@H](C[C@@H]([C@]4(C)[C@H]3CC[C@]12C)O[Si](C)(C)C(C)(C)C)OC(N(C)C)=O)OC(=O)OC)C (20-(5,5-dimethyl-1,3-dioxan-2-yl)-1α-(tert-butyldimethylsilyl)oxy-3β-(N,N-dimethylcarbamoyl)oxy-7α-(methoxycarbonyl)oxypregn-5-ene), CC1(COC(OC1)C(C)[C@H]1CC[C@H]2[C@@H]3[C@@H](C=C4C[C@H](C[C@@H]([C@]4(C)[C@H]3CC[C@]12C)OC(=O)OC)OC(=O)OC)OC(=O)OC)C (20-(5,5-dimethyl-1,3-dioxan-2-yl)-1α,3β,7α-tris(methoxycarbonyloxy)pregn-5-ene). The product is CC1(COC(OC1)C(C)[C@H]1CC[C@H]2[C@@H]3[C@@H](C=C4C[C@H](C[C@@H]([C@]4(C)[C@H]3CC[C@]12C)O[Si](C)(C)C(C)(C)C)O)O)C (20-(5,5-dimethyl-1,3-dioxan-2-yl)-1α-(tert-butyldimethylsilyl)oxypregn-5-ene-3β,7α-diol). Isolated yield 71.2%. RXN SMILES: [CH3:1][C:2]1([CH3:48])[CH2:7][O:6][CH:5]([CH:8]([C@@H:10]2[C@:27]3([CH3:28])[C@H:13]([C@H:14]4[C@H:24]([CH2:25][CH2:26]3)[C@:22]3([CH3:23])[C:17]([CH2:18][C@@H:19]([O:37]C(=O)N(C)C)[CH2:20][C@@H:21]3[O:29][Si:30]([C:33]([CH3:36])([CH3:35])[CH3:34])([CH3:32])[CH3:31])=[CH:16][C@H:15]4[O:43]C(OC)=O)[CH2:12][CH2:11]2)[CH3:9])[O:4][CH2:3]1.CC1(C)COC(C([C@@H]2[C@]3(C)[C@H]([C@H]4[C@H](CC3)[C@]3(C)C(C[C@@H](OC(OC)=O)C[C@@H]3OC(OC)=O)=C[C@H]4OC(OC)=O)CC2)C)OC1>>[CH3:48][C:2]1([CH3:1])[CH2:7][O:6][CH:5]([CH:8]([C@@H:10]2[C@:27]3([CH3:28])[C@H:13]([C@H:14]4[C@H:24]([CH2:25][CH2:26]3)[C@:22]3([CH3:23])[C:17]([CH2:18][C@@H:19]([OH:37])[CH2:20][C@@H:21]3[O:29][Si:30]([C:33]([CH3:36])([CH3:35])[CH3:34])([CH3:32])[CH3:31])=[CH:16][C@H:15]4[OH:43])[CH2:12][CH2:11]2)[CH3:9])[O:4][CH2:3]1. Reported procedure: The reaction and workup procedures of Example 140 were repeated except that 95 mg of 20-(5,5-dimethyl-1,3-dioxan-2-yl)-1α-(tert-butyldimethylsilyl)oxy-3β-(N,N-dimethylcarbamoyl)oxy-7α-(methoxycarbonyl)oxypregn-5-ene was used in lieu of 100 mg of 20-(5,5-dimethyl-1,3-dioxan-2-yl)-1α,3β,7α-tris(methoxycarbonyloxy)pregn-5-ene to give 55 mg of 20-(5,5-dimethyl-1,3-dioxan-2-yl)-1α-(tert-butyldimethylsilyl)oxypregn-5-ene-3β,7α-diol showing the following physical properties.